From a dataset of the Open Reaction Database (ORD), a public repository of structured organic reaction records. describe an organic reaction: reactants, conditions, products, and yield Starting materials: [I-].ClC1=C(C(=O)NC2=CC=C(C=C2)C[C@@H](C(=O)OCC)NC2=C(C(C23CCCCC3)=O)C=3CN(C=CC3)C)C(=CN=C1)Cl (Ethyl (2S)-3-{4-[(3,5-Dichloroisonicotinoyl)amino]phenyl}-2-[2-(1-methyl-pyridin-3-yl)-3-oxo-spiro[3.5]non-1-en-1-ylamino]-propanoate iodide salt), [H][H] (hydrogen). Reagents/catalysts: [Pt](=O)=O (platinum dioxide). Run in CCO (EtOH). The product is ClC1=C(C(=O)NC2=CC=C(C=C2)C[C@@H](C(=O)OCC)NC2=C(C(C23CCCCC3)=O)C3CN(CCC3)C)C(=CN=C1)Cl (Ethyl (2S)-3-{4-[(3,5-dichloroisonicotinoyl)amino]phenyl}-2-[2-(1-methyl-piperidin-3-yl)-3-oxo-spiro[3.5]non-1-en-1-ylamino]propanoate). Yield: 100.1%. As a reaction SMILES: [I-].[Cl:2][C:3]1[CH:42]=[N:41][CH:40]=[C:39]([Cl:43])[C:4]=1[C:5]([NH:7][C:8]1[CH:13]=[CH:12][C:11]([CH2:14][C@H:15]([NH:21][C:22]2[C:25]3([CH2:30][CH2:29][CH2:28][CH2:27][CH2:26]3)[C:24](=[O:31])[C:23]=2[C:32]2[CH2:33][N:34]([CH3:38])[CH:35]=[CH:36][CH:37]=2)[C:16]([O:18][CH2:19][CH3:20])=[O:17])=[CH:10][CH:9]=1)=[O:6].[H][H]>CCO.[Pt](=O)=O>[Cl:43][C:39]1[CH:40]=[N:41][CH:42]=[C:3]([Cl:2])[C:4]=1[C:5]([NH:7][C:8]1[CH:13]=[CH:12][C:11]([CH2:14][C@H:15]([NH:21][C:22]2[C:25]3([CH2:26][CH2:27][CH2:28][CH2:29][CH2:30]3)[C:24](=[O:31])[C:23]=2[CH:32]2[CH2:37][CH2:36][CH2:35][N:34]([CH3:38])[CH2:33]2)[C:16]([O:18][CH2:19][CH3:20])=[O:17])=[CH:10][CH:9]=1)=[O:6] |f:0.1|. Reported procedure: The compound of Example 86 (127 mg, 0.21 mmol) was dissolved in EtOH (10 ml) and hydrogenated over platinum dioxide (50 mg) at room temperature and 1 atmosphere hydrogen for 5 days. The catalyst was removed by evaporation in vacuo to afford the title compound as a yellow oil (129 mg, 100%). δH (DMSO d6) 10.48 (1H, br s), 8.70 (2H, s), 7.59 (2H, d, J 8.1 Hz), 7.30 (2H, d, J 8.1 Hz), 4.25 (1H, m), 4.22 (2H, q, J 4.0 Hz), 3.23 (1H, m), 3.08 (1H, m), 1.70-1.50 (22H, m), 1.26 (3H, m); m/z (ES+, 70V) ... Reactants: CC(C)C(NC(=O)OC(C)(C)C)C(=O)O, ClCCl, CC(C)(CO)C(=O)O, CN(C)c1ccncc1, C(=NC1CCCCC1)=NC1CCCCC1, c1ccncc1. The product is CC(C)C(NC(=O)OC(C)(C)C)C(=O)OCC(C)(C)C(=O)O. RXN SMILES: [C:1](=[O:2])([O:3][C:4]([CH3:5])([CH3:6])[CH3:7])[NH:8][CH:9]([CH:10]([CH3:11])[CH3:12])[C:13](=[O:14])[OH:15].[CH2:54]([Cl:55])[Cl:56].[CH3:31][C:32]([C:33](=[O:34])[OH:35])([CH2:36][OH:37])[CH3:38].[CH3:45][N:46]([CH3:47])[c:48]1[cH:49][cH:50][n:51][cH:52][cH:53]1.[CH:16]1([N:17]=[C:18]=[N:19][CH:20]2[CH2:21][CH2:22][CH2:23][CH2:24][CH2:25]2)[CH2:26][CH2:27][CH2:28][CH2:29][CH2:30]1.[cH:39]1[cH:40][cH:41][n:42][cH:43][cH:44]1>>[C:1](=[O:2])([O:3][C:4]([CH3:5])([CH3:6])[CH3:7])[NH:8][CH:9]([CH:10]([CH3:11])[CH3:12])[C:13]([O:14][CH2:36][C:32]([CH3:31])([C:33](=[O:34])[OH:35])[CH3:38])=[O:15]. The reactants are C(C1=CC=CC=C1)(=O)OC1=CC=C(C=C1)C1=CC=C(C=C1)C(C1=CC=CC=C1)=O (4-Benzoyloxy-4'-benzoylbiphenyl), C(C1=CC=CC=C1)(=O)OC1=CC=C(C=C1)C1=CC=C(C=C1)C(C1=CC=CC=C1)=O (4-Benzoyloxy-4'-benzoylbiphenyl). Solvent: O1CCCC1 (tetrahydrofuran). Product: OC1=CC=C(C=C1)C1=CC=C(C=C1)C(C1=CC=CC=C1)=O (4-hydroxy-4'-benzoylbiphenyl). RXN SMILES: C([O:9][C:10]1[CH:15]=[CH:14][C:13]([C:16]2[CH:21]=[CH:20][C:19]([C:22](=[O:29])[C:23]3[CH:28]=[CH:27][CH:26]=[CH:25][CH:24]=3)=[CH:18][CH:17]=2)=[CH:12][CH:11]=1)(=O)C1C=CC=CC=1>O1CCCC1>[OH:9][C:10]1[CH:11]=[CH:12][C:13]([C:16]2[CH:21]=[CH:20][C:19]([C:22](=[O:29])[C:23]3[CH:28]=[CH:27][CH:26]=[CH:25][CH:24]=3)=[CH:18][CH:17]=2)=[CH:14][CH:15]=1. Reported procedure: 4-Benzoyloxy-4'-benzoylbiphenyl [compound (11)] in Example 12 was added to an alkali-containing tetrahydrofuran followed by stirring at room temperature for several hours. After completion of the reaction, the tetrahydrofuran solution was concentrated to obtain 4-hydroxy-4'-benzoylbiphenyl [compound (31)]. The results are shown in Table 8. Procedure: A solution of 4-({[4-(3,6-dimethyl-4,10-dihydro-3H-2,3,4,9-tetraaza-benzo[f]azulene-9-carbonyl)-cyclohexylmethyl]-carbamoyl}-methyl)-piperidine-1-carboxylic acid tert-butyl ester (Compound Number 228)(259 mg, 0.45 mmol) was reacted with 4N HCl/dioxan using an analogous procedure to that described for Example E4.2 to yield the title compound (230 mg, 93%). Yield: 93.0%. As a reaction SMILES: C(OC([N:8]1[CH2:13][CH2:12][CH:11]([CH2:14][C:15](=[O:42])[NH:16][CH2:17][CH:18]2[CH2:23][CH2:22][CH:21]([C:24]([N:26]3[CH2:35][C:34]4[CH:33]=[N:32][N:31]([CH3:36])[C:30]=4[NH:29][C:28]4[CH:37]=[C:38]([CH3:41])[CH:39]=[CH:40][C:27]3=4)=[O:25])[CH2:20][CH2:19]2)[CH2:10][CH2:9]1)=O)(C)(C)C.[ClH:43].O1CCOCC1>>[ClH:43].[CH3:36][N:31]1[C:30]2[NH:29][C:28]3[CH:37]=[C:38]([CH3:41])[CH:39]=[CH:40][C:27]=3[N:26]([C:24]([CH:21]3[CH2:20][CH2:19][CH:18]([CH2:17][NH:16][C:15](=[O:42])[CH2:14][CH:11]4[CH2:10][CH2:9][NH:8][CH2:13][CH2:12]4)[CH2:23][CH2:22]3)=[O:25])[CH2:35][C:34]=2[CH:33]=[N:32]1 |f:1.2,3.4|. The reactants are C(C)(C)(C)OC(=O)N1CCC(CC1)CC(NCC1CCC(CC1)C(=O)N1C2=C(NC=3N(N=CC3C1)C)C=C(C=C2)C)=O (4-({[4-(3,6-dimethyl-4,10-dihydro-3H-2,3,4,9-tetraaza-benzo[f]azulene-9-carbonyl)-cyclohexylmethyl]-carbamoyl}-methyl)-piperidine-1-carboxylic acid tert-butyl ester), Cl.O1CCOCC1 (HCl dioxan). Yields the product Cl.CN1N=CC=2CN(C3=C(NC12)C=C(C=C3)C)C(=O)C3CCC(CC3)CNC(CC3CCNCC3)=O (N-[4-(3,6-Dimethyl-4,10-dihydro-3H-2,3,4,9-tetraaza-benzo[f]azulene-9-carbonyl)-cyclohexylmethyl]-2-piperidin-4-yl-acetamide Hydrochloride).